From a dataset of the Open Reaction Database (ORD), a public repository of structured organic reaction records. describe an organic reaction: reactants, conditions, products, and yield Starting materials: O=Cc1ccccc1, NC1CCCc2ccccc21. Product: c1ccc(CNC2CCCc3ccccc32)cc1. RXN SMILES: [CH:1](=[O:2])[c:3]1[cH:4][cH:5][cH:6][cH:7][cH:8]1.[CH:9]1([NH2:19])[CH2:10][CH2:11][CH2:12][c:13]2[cH:14][cH:15][cH:16][cH:17][c:18]21>>[CH2:1]([c:3]1[cH:4][cH:5][cH:6][cH:7][cH:8]1)[NH:19][CH:9]1[CH2:10][CH2:11][CH2:12][c:13]2[cH:14][cH:15][cH:16][cH:17][c:18]21. The reactants are [Al+3], O=C(Cl)CCCCCBr, [Cl-], [Cl-], [Cl-], Clc1ccccc1Cl, Cl, O. Product: O=C(CCCCCBr)c1ccc(Cl)c(Cl)c1. RXN SMILES: [Al+3:2].[Br:5][CH2:6][CH2:7][CH2:8][CH2:9][CH2:10][C:11](=[O:12])[Cl:13].[Cl-:1].[Cl-:3].[Cl-:4].[Cl:16][c:17]1[cH:18][cH:19][cH:20][cH:21][c:22]1[Cl:23].[ClH:15].[OH2:14]>>[Br:5][CH2:6][CH2:7][CH2:8][CH2:9][CH2:10][C:11](=[O:12])[c:20]1[cH:19][cH:18][c:17]([Cl:16])[c:22]([Cl:23])[cH:21]1. Starting materials: CC(C)(C)C(=O)Cl, O=C(NCCC1CC1)c1ccc(N2CCNCC2)nn1. The product is CC(C)(C)C(=O)N1CCN(c2ccc(C(=O)NCCC3CC3)nn2)CC1. RXN SMILES: [CH3:1][C:2]([C:3](=[O:4])[Cl:5])([CH3:6])[CH3:7].[CH:8]1([CH2:11][CH2:12][NH:13][C:14](=[O:15])[c:16]2[n:17][n:18][c:19]([N:22]3[CH2:23][CH2:24][NH:25][CH2:26][CH2:27]3)[cH:20][cH:21]2)[CH2:9][CH2:10]1>>[CH3:1][C:2]([C:3](=[O:4])[N:25]1[CH2:24][CH2:23][N:22]([c:19]2[n:18][n:17][c:16]([C:14]([NH:13][CH2:12][CH2:11][CH:8]3[CH2:9][CH2:10]3)=[O:15])[cH:21][cH:20]2)[CH2:27][CH2:26]1)([CH3:6])[CH3:7]. The reactants are N1=CC=CC2=CC(=CC=C12)C=O (Quinoline-6-carboxaldehyde), CC=1C=C2C=CC=NC2=CC1 (6-methylquinoline), CC1=NC2=CC=C(C=C2C=C1)C (2,6-dimethylquinoline), CC1=CC=NC2=CC=CC=C12 (4-methylquinoline), [Se](=O)=O (selenium dioxide). The product is CC=1C=C2C=CC(=NC2=CC1)C=O (6-Methylquinoline-2-carboxaldehyde), N1=CC=C(C2=CC=CC=C12)C=O (quinoline-4-carboxaldehyde). Reaction SMILES: [CH3:1][C:2]1[CH:11]=[CH:10][C:9]2[C:4](=[CH:5][CH:6]=[C:7]([CH3:12])[CH:8]=2)[N:3]=1.[CH3:13][C:14]1[C:23]2[C:18](=[CH:19][CH:20]=[CH:21][CH:22]=2)[N:17]=[CH:16][CH:15]=1.[Se](=O)=[O:25].N1C2C(=CC(C=[O:38])=CC=2)C=CC=1.CC1C=C2C(=CC=1)N=CC=C2>>[CH3:12][C:7]1[CH:8]=[C:9]2[C:4](=[CH:5][CH:6]=1)[N:3]=[C:2]([CH:1]=[O:25])[CH:11]=[CH:10]2.[N:17]1[C:18]2[C:23](=[CH:22][CH:21]=[CH:20][CH:19]=2)[C:14]([CH:13]=[O:38])=[CH:15][CH:16]=1. Procedure details: 6-Methylquinoline-2-carboxaldehyde and quinoline-4-carboxaldehyde were prepared from 2,6-dimethylquinoline and 4-methylquinoline respectively by selenium dioxide oxidation following essentially the same procedures as those described in Organic Reactions, vol 24, ch. 4. Quinoline-6-carboxaldehyde was similarly prepared from 6-methylquinoline following essentially the same procedure as that described in J. Gen. chem. USSR, 1944, 14, 330 (Chem. Abstr., 1945, 39, 40772) Reactants: OC1=CC=C(C(=O)NN)C=C1 (4-hydroxybenzoic hydrazide), C1(=CC=CC=C1)OC(C1=CC=C(C=C1)O)=O (phenyl-4-hydroxybenzoate), C1(=CC=CC=C1)O (phenol). Run in three. Conditions: temperature 210 celsius, time 17.5 minute. The product is OC1=CC=C(C=C1)C=1OC(=NN1)C1=CC=C(C=C1)O (2,5-Bis(4-hydroxyphenyl)-1,3,4-Oxadiazole). Isolated yield 45.0%. As a reaction SMILES: [OH:1][C:2]1[CH:11]=[CH:10][C:5]([C:6]([NH:8][NH2:9])=[O:7])=[CH:4][CH:3]=1.C1(O[C:19](=O)[C:20]2[CH:25]=[CH:24][C:23]([OH:26])=[CH:22][CH:21]=2)C=CC=CC=1.C1(O)C=CC=CC=1>>[OH:26][C:23]1[CH:24]=[CH:25][C:20]([C:19]2[O:7][C:6]([C:5]3[CH:10]=[CH:11][C:2]([OH:1])=[CH:3][CH:4]=3)=[N:8][N:9]=2)=[CH:21][CH:22]=1. Reported procedure: Into a 250 ml three neck round bottem flask equipped with a magnetic stirbar, nitrogen inlet, glass stopper and distillation head is placed 4-hydroxybenzoic hydrazide (60.9 g, 0.4 mol) and phenyl-4-hydroxybenzoate (85.7 g, 0.4 mol). The mixture is heated to approximately 210° C. by use of a Wood's metal bath. The solids melt and phenol begins to evolve and is removed via the distillation head. The melt begins to solidify after about 15-20 minutes. The temperature is then increased to 300° C. and... Starting materials: C(#N)[BH3-].[Na+] (sodium cyanoborohydride), [OH-].[Na+] (NaOH), C(C1=CC=CC=C1)N1CC2CCC(C1)C2=O (3-benzyl-3-azabicyclo[3.2.1]octan-8-one), Cl.CN (methylamine hydrochloride). Reagents/catalysts: [Cl-].[Zn+2].[Cl-] (zinc chloride). Solvent: CO (methanol), CO (methanol). Conditions: time 2.5 hour. The product is C(C1=CC=CC=C1)N1CC2CCC(C1)C2NC (3-Benzyl-N-methyl-3-azabicyclo[3.2.1]octan-8-amine). Isolated yield 49.0%. As a reaction SMILES: [C:1]([BH3-])#[N:2].[Na+].[CH2:5]([N:12]1[CH2:18][CH:17]2[C:19](=O)[CH:14]([CH2:15][CH2:16]2)[CH2:13]1)[C:6]1[CH:11]=[CH:10][CH:9]=[CH:8][CH:7]=1.Cl.CN.[OH-].[Na+]>CO.[Cl-].[Zn+2].[Cl-]>[CH2:5]([N:12]1[CH2:13][CH:14]2[CH:19]([NH:2][CH3:1])[CH:17]([CH2:16][CH2:15]2)[CH2:18]1)[C:6]1[CH:7]=[CH:8][CH:9]=[CH:10][CH:11]=1 |f:0.1,3.4,5.6,8.9.10|. Procedure: A mixture of sodium cyanoborohydride (35.0 g, 0.557 mol) and zinc chloride (37.9 g, 0.278 mol) in methanol (500 mL) was added dropwise to a mechanically stirred mixture of 3-benzyl-3-azabicyclo[3.2.1]octan-8-one (Preparation A; 120 g, 0.557 mol) and methylamine hydrochloride (151 g, 2.23 mol) in methanol (1.0 L) at 25° C. under nitrogen. After 2.5 h of stirring, 6 N NaOH (90 mL) was added dropwise. The mixture was filtered through a pad of Celite®, washing with methanol (500 mL). The filtrate wa... Procedure: A mixture of 1-[9-chloro-1-(2,4-dichlorophenyl)-1,2,3,4-tetrahydropyrimido[1,2-a]benzimidazol-6-yl]propan-1-one (630 mg, 1.54 mmol), O-methylhydroxylamine hydrochloride (386 mg, 4.62 mmol) and pyridine (3.9 mL) in ethanol (16 mL) was stirred at 80° C. for 26 hr. The mixture was concentrated in vacuo, diluted with saturated aqueous sodium hydrogen carbonate, and extracted with ethyl acetate. The combined organic layer was washed with brine, dried over anhydrous magnesium sulfate, filtered, and co... The solvent is C(C)O (ethanol). Yields the product CO\N=C(\CC)/C1=CC=C(C2=C1N1C(=N2)N(CCC1)C1=C(C=C(C=C1)Cl)Cl)Cl ((1Z)-1-[9-Chloro-1-(2,4-dichlorophenyl)-1,2,3,4-tetrahydropyrimido[1,2-a]benzimidazol-6-yl]propan-1-one O-methyloxime). RXN SMILES: [Cl:1][C:2]1[C:10]2[N:9]=[C:8]3[N:11]([C:15]4[CH:20]=[CH:19][C:18]([Cl:21])=[CH:17][C:16]=4[Cl:22])[CH2:12][CH2:13][CH2:14][N:7]3[C:6]=2[C:5]([C:23](=O)[CH2:24][CH3:25])=[CH:4][CH:3]=1.Cl.[CH3:28][O:29][NH2:30].N1C=CC=CC=1>C(O)C>[CH3:28][O:29]/[N:30]=[C:23](\[C:5]1[C:6]2[N:7]3[CH2:14][CH2:13][CH2:12][N:11]([C:15]4[CH:20]=[CH:19][C:18]([Cl:21])=[CH:17][C:16]=4[Cl:22])[C:8]3=[N:9][C:10]=2[C:2]([Cl:1])=[CH:3][CH:4]=1)/[CH2:24][CH3:25] |f:1.2|. Conditions: temperature 80 celsius, time 26 hour. Starting materials: ClC1=CC=C(C=2N3C(=NC21)N(CCC3)C3=C(C=C(C=C3)Cl)Cl)C(CC)=O (1-[9-chloro-1-(2,4-dichlorophenyl)-1,2,3,4-tetrahydropyrimido[1,2-a]benzimidazol-6-yl]propan-1-one), Cl.CON (O-methylhydroxylamine hydrochloride), N1=CC=CC=C1 (pyridine). Starting materials: C(#N)CN1CCN(CC1)C1=CC=CC=C1 (1-Cyanomethyl-4-phenylpiperazine), [H-].[H-].[H-].[H-].[Li+].[Al+3] (LiAlH4), O (water), [OH-].[Na+] (NaOH), O (water). Run in O1CCCC1 (tetrahydrofuran), O1CCCC1 (tetrahydrofuran). Product: NCCN1CCN(CC1)C1=CC=CC=C1 (1-(2-Aminoethyl)-4-phenylpiperazine). Isolated yield 76.8%. RXN SMILES: [C:1]([CH2:3][N:4]1[CH2:9][CH2:8][N:7]([C:10]2[CH:15]=[CH:14][CH:13]=[CH:12][CH:11]=2)[CH2:6][CH2:5]1)#[N:2].[H-].[H-].[H-].[H-].[Li+].[Al+3].O.[OH-].[Na+]>O1CCCC1>[NH2:2][CH2:1][CH2:3][N:4]1[CH2:9][CH2:8][N:7]([C:10]2[CH:15]=[CH:14][CH:13]=[CH:12][CH:11]=2)[CH2:6][CH2:5]1 |f:1.2.3.4.5.6,8.9|. Procedure: A solution of 600 g 1-Cyanomethyl-4-phenylpiperazine in 1525 ml tetrahydrofuran was added dropwise to a suspension of 181 g LiAlH4 in 4.5 liters tetrahydrofuran. The mixture was refluxed 18 hours, cooled and added 181 ml water, 181 ml 15% NaOH, and 543 ml water. The mixture was filtered and concentrated to dryness on the rotovap and the residue distilled to give 470 g product, b0.1 117°-24°,m.50°-7°. Starting materials: ClC1=NC2=CC=CC=C2C(=N1)Cl (2,4-dichloroquinazoline), NC1=CC=C(C=C1)C (p-toluidine), CC1=NNC(=C1)C (3,5-dimethylpyrazole). Product: CC1=NN(C(=C1)C)C1=NC2=CC=CC=C2C(=N1)NC1=CC=C(C=C1)C ([2-(3,5-Dimethyl-pyrazol-1-yl)-quinazolin-4-yl]-p-tolyl-amine). RXN SMILES: Cl[C:2]1[N:11]=[C:10](Cl)[C:9]2[C:4](=[CH:5][CH:6]=[CH:7][CH:8]=2)[N:3]=1.[NH2:13][C:14]1[CH:19]=[CH:18][C:17]([CH3:20])=[CH:16][CH:15]=1.[CH3:21][C:22]1[CH:26]=[C:25]([CH3:27])[NH:24][N:23]=1>>[CH3:21][C:22]1[CH:26]=[C:25]([CH3:27])[N:24]([C:2]2[N:11]=[C:10]([NH:13][C:14]3[CH:19]=[CH:18][C:17]([CH3:20])=[CH:16][CH:15]=3)[C:9]3[C:4](=[CH:5][CH:6]=[CH:7][CH:8]=3)[N:3]=2)[N:23]=1. Procedure details: Was prepared according to Method B from 2,4-dichloroquinazoline, p-toluidine and 3,5-dimethylpyrazole. Mp. 210.4-216.2° C. The product is CCCN(CCSc1ccc(OCC(=O)OCC)c(C)c1)S(=O)(=O)c1ccc(OC(F)(F)F)cc1C. The reactants are CCCN(CCSc1ccc(OCC(=O)OCC)c(C)c1)S(=O)(=O)c1ccc(OC(F)(F)F)cc1Br, C1COCCO1, CB(O)O, ClCCl, [Cs+], [F-]. RXN SMILES: [CH2:1]([CH3:2])[O:3][C:4]([CH2:5][O:6][c:7]1[c:8]([CH3:35])[cH:9][c:10]([S:13][CH2:14][CH2:15][N:16]([CH2:17][CH2:18][CH3:19])[S:20](=[O:21])(=[O:22])[c:23]2[c:24]([Br:34])[cH:25][c:26]([O:29][C:30]([F:31])([F:32])[F:33])[cH:27][cH:28]2)[cH:11][cH:12]1)=[O:36].[CH2:46]1[O:47][CH2:48][CH2:49][O:50][CH2:51]1.[CH3:37][B:38]([OH:39])[OH:40].[Cl:43][CH2:44][Cl:45].[Cs+:42].[F-:41]>>[CH2:1]([CH3:2])[O:3][C:4]([CH2:5][O:6][c:7]1[c:8]([CH3:35])[cH:9][c:10]([S:13][CH2:14][CH2:15][N:16]([CH2:17][CH2:18][CH3:19])[S:20](=[O:21])(=[O:22])[c:23]2[c:24]([CH3:37])[cH:25][c:26]([O:29][C:30]([F:31])([F:32])[F:33])[cH:27][cH:28]2)[cH:11][cH:12]1)=[O:36].